Dataset: the Open Reaction Database (ORD), a public repository of structured organic reaction records. Task: describe an organic reaction: reactants, conditions, products, and yield Reactants: C(C(=O)Cl)(=O)Cl (Oxalyl chloride), ClC1=NC=CC=C1NS(=O)(=O)C(F)(F)F (N-(2-chloro-3-pyridyl)trifluoromethanesulfonamide), 3A. The solvent is C(Cl)Cl (methylene chloride). Conditions: temperature 60 celsius, time 3 hour. Yields the product ClC1=NC=CC=C1N(C(=O)C(=O)N(S(=O)(=O)C(F)(F)F)C=1C(=NC=CC1)Cl)S(=O)(=O)C(F)(F)F (N,N'-Bis(2-chloro-3-pyridyl)-N,N'-Bis(trifluoromethylsulfonyl)Oxamide). As a reaction SMILES: [C:1](Cl)(=[O:5])[C:2](Cl)=[O:3].[Cl:7][C:8]1[C:13]([NH:14][S:15]([C:18]([F:21])([F:20])[F:19])(=[O:17])=[O:16])=[CH:12][CH:11]=[CH:10][N:9]=1>C(Cl)Cl>[Cl:7][C:8]1[C:13]([N:14]([S:15]([C:18]([F:21])([F:19])[F:20])(=[O:17])=[O:16])[C:2]([C:1]([N:14]([C:13]2[C:8]([Cl:7])=[N:9][CH:10]=[CH:11][CH:12]=2)[S:15]([C:18]([F:19])([F:20])[F:21])(=[O:16])=[O:17])=[O:5])=[O:3])=[CH:12][CH:11]=[CH:10][N:9]=1. Procedure details: Oxalyl chloride (0.762 gram; 0.006 mole) is added dropwise to a suspension of N-(2-chloro-3-pyridyl)trifluoromethanesulfonamide (2.61 grams; 0.01 mole) and powdered molecular sieves (5.0 grams; Molecular Sieve, Type 3A) in methylene chloride (75 mls) at 0° C. under a nitrogen atmosphere. The mixture is then heated to 60° C., held thereat for 3 hours, and then stirred at room temperature for 60 hours. The reaction mixture is filtered and the filtrate is evaporated to dryness. The resulting residu... The reactants are ClCCl, CN1CCOCC1, CCC[N+](CCC)(CCC)CCC, CC(C)N1CCC(CO)CC1, O=[Ru](=O)(=O)[O-]. Product: CC(C)N1CCC(C=O)CC1. As a reaction SMILES: [CH2:19]([Cl:20])[Cl:21].[CH3:12][N:13]1[CH2:14][CH2:15][O:16][CH2:17][CH2:18]1.[CH3:27][CH2:28][CH2:29][N+:30]([CH2:31][CH2:32][CH3:33])([CH2:34][CH2:35][CH3:36])[CH2:37][CH2:38][CH3:39].[CH:1]([CH3:2])([CH3:3])[N:4]1[CH2:5][CH2:6][CH:7]([CH2:10][OH:11])[CH2:8][CH2:9]1.[O-:22][Ru:23](=[O:24])(=[O:25])=[O:26]>>[CH:1]([CH3:2])([CH3:3])[N:4]1[CH2:5][CH2:6][CH:7]([CH:10]=[O:11])[CH2:8][CH2:9]1. Starting materials: C(C)(C)N(CC)C(C)C (Diisopropylethylamine), C=1C=CC2=C(C1)N=NN2O (HOBT), N1=NC=C(C=C1)N (4-pyridazinamine), C(CCl)Cl (EDC), BrC=1C(=CC(=C(C(=O)O)C1)OCC1=CC=CC=C1)CN1CCOCC1 (5-bromo-4-(4-morpholinylmethyl)-2-[(phenylmethyl)oxy]benzoic acid). The solvent is CN(C=O)C (N,N-dimethylformamide). Run at time 8 hour. Product: BrC=1C(=CC(=C(C(=O)NC2=CN=NC=C2)C1)OCC1=CC=CC=C1)CN1CCOCC1 (5-Bromo-4-(4-morpholinylmethyl)-2-[(phenylmethyl)oxy]-N-4-pyridazinylbenzamide). RXN SMILES: C(N(C(C)C)CC)(C)C.C1C=CC2N(O)N=NC=2C=1.[N:20]1[CH:25]=[CH:24][C:23]([NH2:26])=[CH:22][N:21]=1.C(Cl)CCl.[Br:31][C:32]1[C:33]([CH2:49][N:50]2[CH2:55][CH2:54][O:53][CH2:52][CH2:51]2)=[CH:34][C:35]([O:41][CH2:42][C:43]2[CH:48]=[CH:47][CH:46]=[CH:45][CH:44]=2)=[C:36]([CH:40]=1)[C:37](O)=[O:38]>CN(C)C=O>[Br:31][C:32]1[C:33]([CH2:49][N:50]2[CH2:51][CH2:52][O:53][CH2:54][CH2:55]2)=[CH:34][C:35]([O:41][CH2:42][C:43]2[CH:44]=[CH:45][CH:46]=[CH:47][CH:48]=2)=[C:36]([CH:40]=1)[C:37]([NH:26][C:23]1[CH:24]=[CH:25][N:20]=[N:21][CH:22]=1)=[O:38]. Reported procedure: Diisopropylethylamine (0.08 ml, 0.47 mmol), HOBT (43.0 mg, 0.28 mmol), 4-pyridazinamine (33.4 mg, 0.35 mmol) and EDC (90 mg, 0.47 mmol) were added to a solution of 5-bromo-4-(4-morpholinylmethyl)-2-[(phenylmethyl)oxy]benzoic acid (may be prepared as described in Description 7; 95 mg, 0.23 mmol) in N,N-dimethylformamide (5 ml). The mixture was stirred overnight, the solvent removed in vacuo and the solid recrystallised with 1:1 methanol/DMSO to give the title compound as a white solid. 56.1 mg. The reactants are NC=1C=C(C=CC1)O (3-aminophenol), C(CCC)(=O)O (butyric acid), C1CCC(CC1)N=C=NC2CCCCC2 (DCC). The reagents and catalysts are CN(C)C=1C=CN=CC1 (DMAP). Run in C(Cl)Cl (DCM). Yields the product C(CCC)(=O)NC=1C=C(C=CC1)O (3-butyramidophenol). Reaction SMILES: [NH2:1][C:2]1[CH:3]=[C:4]([OH:8])[CH:5]=[CH:6][CH:7]=1.[C:9](O)(=[O:13])[CH2:10][CH2:11][CH3:12].C1CCC(N=C=NC2CCCCC2)CC1>C(Cl)Cl.CN(C1C=CN=CC=1)C>[C:9]([NH:1][C:2]1[CH:3]=[C:4]([OH:8])[CH:5]=[CH:6][CH:7]=1)(=[O:13])[CH2:10][CH2:11][CH3:12]. Procedure details: 3-aminophenol (550 mg; 5 mmol) is added to a solution of butyric acid (1.4 mL; 15 mmol) in DCM (20 mL) at room temperature and stirred vigorously. To this solution DCC (2.48 g; 12 mmol) is added followed by DMAP (24 mg) and the contents stirred overnight at room temperature. The reaction mixture is then filtered and washed with DCM. The filtrate is concentrated and redissolved in methanol, added with 10% aqueous sodium bicarbonate solution and stirred vigorously until diacylated byproduct disapp...